From a dataset of the Open Reaction Database (ORD), a public repository of structured organic reaction records. describe an organic reaction: reactants, conditions, products, and yield Starting materials: CN1C(=NC=C1)C=O (1-methylimidazole-2-carboxaldehyde), solution, C(CCC)[Li] (n-butyllithium), [I-].C(C1=CC=CC=C1)OC=1C(=CC2=C(CCO2)C1)C1=C(C=CC=C1)[P+](C1=CC=CC=C1)(C1=CC=CC=C1)C (5-(benzyloxy)-2,3-dihydrobenzofuran-6-yl methyltriphenylphosphonium iodide), crude product. Solvent: O (water), O (water), C1CCOC1 (THF), C(C)OCC (ethyl ether), C1CCOC1 (THF). Conditions: temperature -20 celsius, time 1 hour. Product: C(C1=CC=CC=C1)OC=1C(=CC2=C(CCO2)C1)C=CC=1N(C=CN1)C (1-(5-benzyloxy-2,3-dihydrobenzofuran-6-yl)-2-(1-methyl-imidazol-2-yl)ethene). Yield: 37.6%. RXN SMILES: [I-].[CH2:2]([O:9][C:10]1[C:11]([C:19]2[CH:24]=[CH:23]C=CC=2[P+](C)(C2C=CC=CC=2)C2C=CC=CC=2)=[CH:12][C:13]2[O:17][CH2:16][CH2:15][C:14]=2[CH:18]=1)[C:3]1[CH:8]=[CH:7][CH:6]=[CH:5][CH:4]=1.C([Li])CCC.[CH3:44][N:45]1[CH:49]=[CH:48][N:47]=C1C=O>C1COCC1.C(OCC)C.O>[CH2:2]([O:9][C:10]1[C:11]([CH:19]=[CH:24][C:23]2[N:45]([CH3:44])[CH:49]=[CH:48][N:47]=2)=[CH:12][C:13]2[O:17][CH2:16][CH2:15][C:14]=2[CH:18]=1)[C:3]1[CH:8]=[CH:7][CH:6]=[CH:5][CH:4]=1 |f:0.1|. Procedure: A flame dried, N2 purged, 100 ml round bottom flask equipped with a dropping funnel, thermometer and magnetic stirrer was charged with 5-(benzyloxy)-2,3-dihydrobenzofuran-6-yl methyltriphenylphosphonium iodide (3.0 g, 4.8 mmoles) and anhydrous THF (15 ml). The suspension was cooled to -20° C. and a 1.55 M solution of n-butyllithium (3.1 ml, 4.8 mmoles) was added dropwise, while maintaining an internal reaction temperature of -20° C. The suspension became a red solution and stirring was continued... The reactants are C1(=CC=C(C=C1)S(=O)(=O)[O-])C.[NH+]1=CC=CC=C1 (pyridinium para-toluenesulfonate), C([C@H](O)C)(=O)OCC(C)C (isobutyl (R)-(+)-lactate), C(=C)OC1CCCCC1 (cyclohexyl vinyl ether). Solvent: C(C)(=O)OCC (ethyl acetate). Reaction conditions: time 4 hour. The product is C1(CCCCC1)OC(C)O[C@@H](C(=O)OCC(C)C)C (Isobutyl (R)-(+)-2-(1-Cyclohexyloxyethoxy)propionate). Isolated yield 99.5%. Reaction SMILES: C1(C)C=CC(S([O-])(=O)=O)=CC=1.[NH+]1C=CC=CC=1.[C:18]([O:23][CH2:24][CH:25]([CH3:27])[CH3:26])(=[O:22])[C@@H:19]([CH3:21])[OH:20].[CH:28]([O:30][CH:31]1[CH2:36][CH2:35][CH2:34][CH2:33][CH2:32]1)=[CH2:29]>C(OCC)(=O)C>[CH:31]1([O:30][CH:28]([O:20][C@H:19]([CH3:21])[C:18]([O:23][CH2:24][CH:25]([CH3:27])[CH3:26])=[O:22])[CH3:29])[CH2:36][CH2:35][CH2:34][CH2:33][CH2:32]1 |f:0.1|. Procedure details: A catalytic amount of pyridinium para-toluenesulfonate was added to 29.2 g (0.2 mole) of isobutyl (R)-(+)-lactate and 28.0 g (0.22 mole) of cyclohexyl vinyl ether. The resulting mixture was stirred at room temperature for 4 hours to give rise to a reaction. Thereto was added 100 ml of ethyl acetate, followed by washing with 100 ml of a saturated aqueous sodium hydrogen carbonate solution, 40 ml of water and 40 ml of a saturated aqueous sodium chloride solution in this order. The washed material ... Reactants: CC(C)(C)OC(=O)N1CCOC(Cc2cccc(CO)c2)C1, O=C1COCCN1Cc1ccccc1, FC(F)Oc1ccccc1CBr. The product is O=C1C(Cc2ccccc2OC(F)F)OCCN1Cc1ccccc1. Reaction SMILES: [C:1]([N:2]1[CH2:3][CH2:4][O:5][CH:6]([CH2:7][c:8]2[cH:9][cH:10][cH:11][c:12]([CH2:13][OH:14])[cH:15]2)[CH2:16]1)([O:17][C:18]([CH3:19])([CH3:20])[CH3:21])=[O:22].[CH2:23]([c:24]1[cH:25][cH:26][cH:27][cH:28][cH:29]1)[N:30]1[C:31](=[O:36])[CH2:32][O:33][CH2:34][CH2:35]1.[F:37][CH:38]([O:39][c:40]1[c:41]([CH2:42][Br:43])[cH:44][cH:45][cH:46][cH:47]1)[F:48]>>[CH2:23]([c:24]1[cH:25][cH:26][cH:27][cH:28][cH:29]1)[N:30]1[C:31](=[O:36])[CH:32]([CH2:42][c:41]2[c:40]([O:39][CH:38]([F:37])[F:48])[cH:47][cH:46][cH:45][cH:44]2)[O:33][CH2:34][CH2:35]1. The reactants are FC=1C=C(C[C@H]2N(CCC2)C[C@H](CO[C@H](C)C2=C(C=CC=C2)CCC(=O)OC)O)C=CC1C (methyl 3-{2-[(1R)-1-({(2R)-3-[(2S)-2-(3-fluoro-4-methylbenzyl)pyrrolidin-1-yl]-2-hydroxypropyl}oxy)ethyl]phenyl}propanoate), C(C)(=O)OCC (ethyl acetate), Example 2 ( 2a ), N1C=NC=C1 (imidazole), C(C)(C)(C)[Si](C)(C)Cl (tert-butyl(chloro)dimethylsilane). Yields the product [Si](C)(C)(C(C)(C)C)O[C@@H](CO[C@H](C)C1=C(C=CC=C1)CCC(=O)OC)CN1[C@@H](CCC1)CC1=CC(=C(C=C1)C)F (Methyl 3-{2-[(1R)-1-({(2R)-2-{[tert-butyl(dimethyl)silyl]oxy}-3-[(2S)-2-(3-fluoro-4-methylbenzyl)pyrrolidin-1-yl]propyl}oxy)ethyl]phenyl}propanoate). Reported procedure: A solution of methyl 3-{2-[(1R)-1-({(2R)-3-[(2S)-2-(3-fluoro-4-methylbenzyl)pyrrolidin-1-yl]-2-hydroxypropyl}oxy)ethyl]phenyl}propanoate (596 mg, 1.30 mmol) which had been obtained in Example 2 (2a), in N,N-dimethyl formamide was added with imidazole (221 mg, 3.25 mmol) and tert-butyl(chloro)dimethylsilane (294 mg, 1.95 mmol), and stirred at room temperature. After stirring for 24 hours, the reaction solution was added with ethyl acetate and washed with saturated brine. The organic layer was dri... RXN SMILES: [F:1][C:2]1[CH:3]=[C:4]([CH:30]=[CH:31][C:32]=1[CH3:33])[CH2:5][C@@H:6]1[CH2:10][CH2:9][CH2:8][N:7]1[CH2:11][C@@H:12]([OH:29])[CH2:13][O:14][C@@H:15]([C:17]1[CH:22]=[CH:21][CH:20]=[CH:19][C:18]=1[CH2:23][CH2:24][C:25]([O:27][CH3:28])=[O:26])[CH3:16].N1C=CN=C1.[C:39]([Si:43](Cl)([CH3:45])[CH3:44])([CH3:42])([CH3:41])[CH3:40].C(OCC)(=O)C>CN(C)C=O>[Si:43]([O:29][C@H:12]([CH2:11][N:7]1[CH2:8][CH2:9][CH2:10][C@H:6]1[CH2:5][C:4]1[CH:30]=[CH:31][C:32]([CH3:33])=[C:2]([F:1])[CH:3]=1)[CH2:13][O:14][C@@H:15]([C:17]1[CH:22]=[CH:21][CH:20]=[CH:19][C:18]=1[CH2:23][CH2:24][C:25]([O:27][CH3:28])=[O:26])[CH3:16])([C:39]([CH3:42])([CH3:41])[CH3:40])([CH3:45])[CH3:44]. Solvent: CN(C=O)C (N,N-dimethyl formamide). The yield is 91.0%. Reactants: CS(=O)(=O)OCCn1c(=O)[nH]c2ccccc21, CC(=O)CC(C)C, Cl, O=C(c1ccc(F)cc1)C1CCNCC1, [Na+], [Na+], O=C([O-])[O-], O. Yields the product O=C(c1ccc(F)cc1)C1CCN(CCn2c(=O)[nH]c3ccccc32)CC1. Reaction SMILES: [CH3:1][S:2]([O:3][CH2:6][CH2:7][n:8]1[c:9](=[O:17])[nH:10][c:11]2[c:12]1[cH:13][cH:14][cH:15][cH:16]2)(=[O:4])=[O:5].[CH3:40][CH:41]([CH3:42])[CH2:43][C:44](=[O:45])[CH3:46].[ClH:18].[F:19][c:20]1[cH:21][cH:22][c:23]([C:26](=[O:27])[CH:28]2[CH2:29][CH2:30][NH:31][CH2:32][CH2:33]2)[cH:24][cH:25]1.[Na+:34].[Na+:35].[O-:36][C:37](=[O:38])[O-:39].[OH2:47]>>[CH2:6]([CH2:7][n:8]1[c:9](=[O:17])[nH:10][c:11]2[c:12]1[cH:13][cH:14][cH:15][cH:16]2)[N:31]1[CH2:30][CH2:29][CH:28]([C:26]([c:23]2[cH:22][cH:21][c:20]([F:19])[cH:25][cH:24]2)=[O:27])[CH2:33][CH2:32]1. The yield is 85.4%. As a reaction SMILES: [CH2:1]([CH:3]1[CH:29]=[C:28]([CH3:30])[CH2:27][CH:26]([CH3:31])[CH2:25][CH:24]([O:32][CH3:33])[CH:23]2[O:34][C:19]([OH:38])([CH:20]([CH3:37])[CH2:21][CH:22]2[O:35][CH3:36])[C:18](=[O:39])[C:17](=[O:40])[N:16]2[CH:11]([CH2:12][CH2:13][CH2:14][CH2:15]2)[C:10](=[O:41])[O:9][CH:8]([C:42]([CH3:63])=[CH:43][CH:44]2[CH2:49][CH2:48][C:47](=[CH:50][C:51]([O:53][CH2:54][C:55]3[CH:60]=[CH:59][CH:58]=[CH:57][CH:56]=3)=[O:52])[CH:46]([O:61][CH3:62])[CH2:45]2)[CH:7]([CH3:64])[CH:6]([O:65][Si](C(C)(C)C)(C)C)[CH2:5][C:4]1=[O:73])[CH3:2]>C(#N)C>[CH2:1]([CH:3]1[CH:29]=[C:28]([CH3:30])[CH2:27][CH:26]([CH3:31])[CH2:25][CH:24]([O:32][CH3:33])[CH:23]2[O:34][C:19]([OH:38])([CH:20]([CH3:37])[CH2:21][CH:22]2[O:35][CH3:36])[C:18](=[O:39])[C:17](=[O:40])[N:16]2[CH:11]([CH2:12][CH2:13][CH2:14][CH2:15]2)[C:10](=[O:41])[O:9][CH:8]([C:42]([CH3:63])=[CH:43][CH:44]2[CH2:49][CH2:48][C:47](=[CH:50][C:51]([O:53][CH2:54][C:55]3[CH:56]=[CH:57][CH:58]=[CH:59][CH:60]=3)=[O:52])[CH:46]([O:61][CH3:62])[CH2:45]2)[CH:7]([CH3:64])[CH:6]([OH:65])[CH2:5][C:4]1=[O:73])[CH3:2]. The reactants are C(C)C1C(CC(C(C(OC(C2CCCCN2C(C(C2(C(CC(C(C(CC(CC(=C1)C)C)OC)O2)OC)C)O)=O)=O)=O)C(=CC2CC(C(CC2)=CC(=O)OCC2=CC=CC=C2)OC)C)C)O[Si](C)(C)C(C)(C)C)=O (17-ethyl-1-hydroxy-12-[2'-(4"-[benzyloxycarbonylmethylidenyl]-3"-methoxycyclohexyl)-1'-methylvinyl]-14-tert-butyldimethylsilyloxy-23,25-dimethoxy-13,19,21,27-tetramethyl-11,28-dioxa-4-azatricyclo[22.3.1.04,9 ]octacos-18-ene-2,3,10,16-tetraone). Procedure details: A solution of 0.200 g (0.193 mmole) of 17-ethyl-1-hydroxy-12-[2'-(4"-[benzyloxycarbonylmethylidenyl]-3"-methoxycyclohexyl)-1'-methylvinyl]-14-tert-butyldimethylsilyloxy-23,25-dimethoxy-13,19,21,27-tetramethyl-11,28-dioxa-4-azatricyclo[22.3.1.04,9 ]octacos-18-ene-2,3,10,16-tetraone in 5 mL of 10% (48% aqueous HF)-acetonitrile was stirred at room temperature for 8 hr. The reaction was quenched by addition of 5 mL of trimethylethoxy-silane and the solution was concentrated under vacuum. The residue... Solvent: C(C)#N (acetonitrile). The product is C(C)C1C(CC(C(C(OC(C2CCCCN2C(C(C2(C(CC(C(C(CC(CC(=C1)C)C)OC)O2)OC)C)O)=O)=O)=O)C(=CC2CC(C(CC2)=CC(=O)OCC2=CC=CC=C2)OC)C)C)O)=O (17-Ethyl-1,14-dihydroxy-12-[2'-(4"-[benzyloxycarbonylmethylidenyl]-3"-methoxycyclohexyl)-1'-methylvinyl]-23,25-dimethoxy-13,19,21,27-tetramethyl-11,28-dioxa-4-azatricyclo[22.3.1.04,9 ]octacos-18-ene-2,3,10,16-tetraone). The reactants are C1(CC1)CN1C(NC(C2=CC(=CC=C12)OC)C1=CC=CC=C1)=S (1-cyclopropylmethyl-4-phenyl-6-methoxy-3,4-dihydro-2(1H)-quinazolinethione), [S] (sulfur). Run in ClC1=C(C=CC=C1)Cl (o-dichlorobenzene). Yields the product C1(CC1)CN1C(N=C(C2=CC(=CC=C12)OC)C1=CC=CC=C1)=S (1-cyclopropylmethyl-4-phenyl-6-methoxy-2(1H)-quinazolinethione). The yield is 78.3%. As a reaction SMILES: [CH:1]1([CH2:4][N:5]2[C:14]3[C:9](=[CH:10][C:11]([O:15][CH3:16])=[CH:12][CH:13]=3)[CH:8]([C:17]3[CH:22]=[CH:21][CH:20]=[CH:19][CH:18]=3)[NH:7][C:6]2=[S:23])[CH2:3][CH2:2]1.[S]>ClC1C=CC=CC=1Cl>[CH:1]1([CH2:4][N:5]2[C:14]3[C:9](=[CH:10][C:11]([O:15][CH3:16])=[CH:12][CH:13]=3)[C:8]([C:17]3[CH:18]=[CH:19][CH:20]=[CH:21][CH:22]=3)=[N:7][C:6]2=[S:23])[CH2:3][CH2:2]1 |^3:23|. Reported procedure: A mixture of 1.62 g of 1-cyclopropylmethyl-4-phenyl-6-methoxy-3,4-dihydro-2(1H)-quinazolinethione, 0.48 g of sulfur and 10 ml of o-dichlorobenzene was stirred under reflux for 5 hours. The solvent was then removed under reduced pressure and the residue was chromatographed on a silica gel column, eluting with chloroform to give 1.26 g of 1-cyclopropylmethyl-4-phenyl-6-methoxy-2(1H)-quinazolinethione, m.p. 180°-181° C. Reactants: CC(C)COC(=O)CBr, CC(C)COC(=O)CN(C(=O)OC(C)(C)C)c1ccc(Cl)c(Cl)c1, C1CCOC1, [H-], [Na+]. Yields the product CC(C)COC(=O)CNc1ccc(Cl)c(Cl)c1. Reaction SMILES: [Br:3][CH2:4][C:5]([O:6][CH2:7][CH:8]([CH3:9])[CH3:10])=[O:11].[CH2:12]([CH:13]([CH3:14])[CH3:15])[O:16][C:17]([CH2:18][N:19]([c:20]1[cH:21][c:22]([Cl:27])[c:23]([Cl:26])[cH:24][cH:25]1)[C:28]([O:29][C:30]([CH3:31])([CH3:32])[CH3:33])=[O:34])=[O:35].[CH2:36]1[O:37][CH2:38][CH2:39][CH2:40]1.[H-:1].[Na+:2]>>[CH2:12]([CH:13]([CH3:14])[CH3:15])[O:16][C:17]([CH2:18][NH:19][c:20]1[cH:21][c:22]([Cl:27])[c:23]([Cl:26])[cH:24][cH:25]1)=[O:35]. Starting materials: CC1CC(CC(C1)N)N (5-methylcyclohexane-1,3-diamine), CC1CC(CC(C1)N)N (5-methylcyclohexane-1,3-diamine), ClC1=NC=C(C(=N1)Cl)F (2,4-dichloro-5-fluoropyrimidine). Run in C(C)(C)O (isopropyl alcohol), C(C)#N (acetonitrile). Conditions: time 8 hour. Product: ClC1=NC=C(C(=N1)NC1CC(CC(C1)C)N)F (racemic N1-(2-chloro-5-fluoropyrimidin-4-yl)-5-methylcyclohexane-1,3-diamine). Reaction SMILES: [CH3:1][CH:2]1[CH2:7][CH:6]([NH2:8])[CH2:5][CH:4]([NH2:9])[CH2:3]1.[Cl:10][C:11]1[N:16]=[C:15](Cl)[C:14]([F:18])=[CH:13][N:12]=1>C(O)(C)C.C(#N)C>[Cl:10][C:11]1[N:16]=[C:15]([NH:8][CH:6]2[CH2:7][CH:2]([CH3:1])[CH2:3][CH:4]([NH2:9])[CH2:5]2)[C:14]([F:18])=[CH:13][N:12]=1. Procedure details: To a solution of 5-methylcyclohexane-1,3-diamine, 76a, (2.2 g, 17.2 mmol) in isopropyl alcohol (40 ml) and acetonitrile (40 ml) was added 2,4-dichloro-5-fluoropyrimidine (1.4 g, 8.6 mmol). The mixture was stirred at room temperature overnight, concentrated to dryness, and purified on silica gel eluted with 1-20% methanol/dichloromethane, to give 0.6 g of racemic N1-(2-chloro-5-fluoropyrimidin-4-yl)-5-methylcyclohexane-1,3-diamine: 1H NMR (300 MHz, MeOD) δ 7.85 (d, J=3.5 Hz, 1H), 4.07 (ddd, J=11....